Dataset: the Open Reaction Database (ORD), a public repository of structured organic reaction records. Task: describe an organic reaction: reactants, conditions, products, and yield The reactants are ClC=1C=C(C=CC1)O (3-Chlorophenol), BrC1=CC=C(C=C1)C(CCCl)O (1-(4-Bromo-phenyl)-3-chloro-propan-1-ol). The product is BrC1=CC=C(C=C1)C(CCCl)OC1=CC(=CC=C1)Cl ([3-(4-Bromo-phenyl)-3-(3-chloro-phenoxy)-propyl]-chloride). As a reaction SMILES: [Cl:1][C:2]1[CH:3]=[C:4]([OH:8])[CH:5]=[CH:6][CH:7]=1.[Br:9][C:10]1[CH:15]=[CH:14][C:13]([CH:16](O)[CH2:17][CH2:18][Cl:19])=[CH:12][CH:11]=1>>[Br:9][C:10]1[CH:11]=[CH:12][C:13]([CH:16]([O:8][C:4]2[CH:5]=[CH:6][CH:7]=[C:2]([Cl:1])[CH:3]=2)[CH2:17][CH2:18][Cl:19])=[CH:14][CH:15]=1. Reported procedure: 3-Chlorophenol was reacted with 1-(4-Bromo-phenyl)-3-chloro-propan-1-ol following the procedure set out in Example 48B to give the title compound, which was used in the next step without further purification. Reactants: COC=1C(C(=C(C(C1OC)=O)CC=1C=C(C=CC1)CCC(=O)O)C)=O (3-[3-(5,6-dimethoxy-3-methyl-1,4-benzoquinon-2-ylmethyl)phenyl]propionic acid), N1CCOCC1 (morpholine). Product: COC=1C(C(=C(C(C1OC)=O)CC=1C=C(C=CC1)CCC(=O)N1CCOCC1)C)=O (N-[3-[3-(5,6-dimethoxy-3-methyl-1,4-benzoquinon-2-ylmethyl)phenyl]propioyl]morpholine). Yield: 36.3%. RXN SMILES: [CH3:1][O:2][C:3]1[C:4](=[O:25])[C:5]([CH3:24])=[C:6]([CH2:12][C:13]2[CH:14]=[C:15]([CH2:19][CH2:20][C:21]([OH:23])=O)[CH:16]=[CH:17][CH:18]=2)[C:7](=[O:11])[C:8]=1[O:9][CH3:10].[NH:26]1[CH2:31][CH2:30][O:29][CH2:28][CH2:27]1>>[CH3:1][O:2][C:3]1[C:4](=[O:25])[C:5]([CH3:24])=[C:6]([CH2:12][C:13]2[CH:14]=[C:15]([CH2:19][CH2:20][C:21]([N:26]3[CH2:31][CH2:30][O:29][CH2:28][CH2:27]3)=[O:23])[CH:16]=[CH:17][CH:18]=2)[C:7](=[O:11])[C:8]=1[O:9][CH3:10]. Reported procedure: 3-[3-(5,6-dimethoxy-3-methyl-1,4-benzoquinon-2-ylmethyl)phenyl]propionic acid (65 mg, 0.19 mmol) obtained in Example 31 and morpholine (0.019 ml, 0.21 mmol) were used, and a method similar to that described in Example 24 was employed to obtain the title compound (29 mg, 0.069 mmol, yield 36%). Starting materials: C[Si](C)(C)Cn1cc(-c2cccc(Br)n2)nn1, CCCC[N+](CCCC)(CCCC)CCCC, C1CCOC1, [F-], O. Product: Cn1cc(-c2cccc(Br)n2)nn1. Reaction SMILES: [Br:1][c:2]1[n:3][c:4](-[c:8]2[n:9][n:10][n:11]([CH2:13][Si:14]([CH3:15])([CH3:16])[CH3:17])[cH:12]2)[cH:5][cH:6][cH:7]1.[CH2:19]([N+:20]([CH2:21][CH2:22][CH2:23][CH3:24])([CH2:25][CH2:26][CH2:27][CH3:28])[CH2:29][CH2:30][CH2:31][CH3:32])[CH2:33][CH2:34][CH3:35].[CH2:36]1[O:37][CH2:38][CH2:39][CH2:40]1.[F-:18].[OH2:41]>>[Br:1][c:2]1[n:3][c:4](-[c:8]2[n:9][n:10][n:11]([CH3:13])[cH:12]2)[cH:5][cH:6][cH:7]1.